From a dataset of the Open Reaction Database (ORD), a public repository of structured organic reaction records. describe an organic reaction: reactants, conditions, products, and yield Starting materials: CC(=O)O, N#CC1=Cc2cc(C(=O)c3c(Cl)cccc3Cl)c(O)cc21, Cl. Yields the product O=C(O)C1=Cc2cc(C(=O)c3c(Cl)cccc3Cl)c(O)cc21. Reaction SMILES: [CH3:22][C:23]([OH:24])=[O:25].[Cl:1][c:2]1[c:3]([C:4](=[O:5])[c:6]2[cH:7][c:8]3[c:9]([cH:14][c:15]2[OH:16])[C:10]([C:12]#[N:13])=[CH:11]3)[c:17]([Cl:21])[cH:18][cH:19][cH:20]1.[ClH:26]>>[Cl:1][c:2]1[c:3]([C:4](=[O:5])[c:6]2[cH:7][c:8]3[c:9]([cH:14][c:15]2[OH:16])[C:22]([C:23]([OH:24])=[O:25])=[CH:11]3)[c:17]([Cl:21])[cH:18][cH:19][cH:20]1. Starting materials: O=C1C=C2CC[C@H]3[C@@H]4CC[C@@H]([C@@]4(C)CC[C@@H]3[C@]2(CC1)C)C(SC1=NC=CC=C1)=O (S-2-pyridyl 3-oxo-4-androstene-17β-thiocarboxylate), C(C)(C)(C)N (t-butylamine). Yields the product C(C)(C)(C)NC(=O)[C@@H]1[C@]2(C)[C@@H](CC1)[C@@H]1CCC3=CC(CC[C@]3(C)[C@H]1CC2)=O (N-t-Butyl-3-oxo-4-androstene-17β-carboxamide). Reaction SMILES: [O:1]=[C:2]1[CH2:19][CH2:18][C@@:17]2([CH3:20])[C:4]([CH2:5][CH2:6][C@@H:7]3[C@@H:16]2[CH2:15][CH2:14][C@@:12]2([CH3:13])[C@H:8]3[CH2:9][CH2:10][C@@H:11]2[C:21](=[O:29])SC2C=CC=CN=2)=[CH:3]1.[C:30]([NH2:34])([CH3:33])([CH3:32])[CH3:31]>>[C:30]([NH:34][C:21]([C@H:11]1[CH2:10][CH2:9][C@H:8]2[C@H:7]3[C@H:16]([CH2:15][CH2:14][C@:12]12[CH3:13])[C@:17]1([CH3:20])[C:4](=[CH:3][C:2](=[O:1])[CH2:19][CH2:18]1)[CH2:5][CH2:6]3)=[O:29])([CH3:33])([CH3:32])[CH3:31]. Reported procedure: Following a procedure similar to that described in Example 2(b), but using 9.77 g of S-2-pyridyl 3-oxo-4-androstene-17β-thiocarboxylate [prepared as described in Example 2(a)] and 14 ml of t-butylamine, 8.9 g of the title compound were obtained. The reactants are ClN1C(CCC1=O)=O (N-chlorosuccinimide), ClC1=C(C=NC=C1)C=NO (4-chloropyridine-3-carboxaldehyde oxime), O (water). Solvent: CN(C=O)C (N,N-dimethylformamide). The product is ClC(=NO)C=1C=NC=CC1Cl (Chloro(4-chloro(3-pyridyl))(hydroxyimino)methane). Yield: 75.4%. RXN SMILES: [Cl:1][C:2]1[CH:7]=[CH:6][N:5]=[CH:4][C:3]=1[CH:8]=[N:9][OH:10].[Cl:11]N1C(=O)CCC1=O.O>CN(C)C=O>[Cl:11][C:8]([C:3]1[CH:4]=[N:5][CH:6]=[CH:7][C:2]=1[Cl:1])=[N:9][OH:10]. Procedure: Dissolve 4-chloropyridine-3-carboxaldehyde oxime (2.60 g, 0.017 mol) in N,N-dimethylformamide (20 mL). Add N-chlorosuccinimide (2.48 g, 0.018 mol) in small portions and stir overnight at ambient temperature. Pour the mixture into water and extract with ethyl acetate. Wash the combined extracts with water and dry over sodium sulfate. Concentrate in vacuo to give 2.45 g (75%) of crude product as a yellowish solid. 1H NMR was consistent with structure. Reactants: [C+4], CN(C)CC1CCN(C(=O)Nc2cc(Oc3ccc([N+](=O)[O-])cc3F)ncn2)CC1, C1CCOC1, [OH-], [OH-], [OH-], [OH-], [OH-], [OH-], [Pd+2]. Yields the product CN(C)CC1CCN(C(=O)Nc2cc(Oc3ccc(N)cc3F)ncn2)CC1. RXN SMILES: [C+4:36].[CH3:1][N:2]([CH3:3])[CH2:4][CH:5]1[CH2:6][CH2:7][N:8]([C:11](=[O:12])[NH:13][c:14]2[n:15][cH:16][n:17][c:18]([O:20][c:21]3[c:22]([F:30])[cH:23][c:24]([N+:27]([O-:28])=[O:29])[cH:25][cH:26]3)[cH:19]2)[CH2:9][CH2:10]1.[O:31]1[CH2:32][CH2:33][CH2:34][CH2:35]1.[OH-:37].[OH-:39].[OH-:40].[OH-:41].[OH-:42].[OH-:43].[Pd+2:38]>>[CH3:1][N:2]([CH3:3])[CH2:4][CH:5]1[CH2:6][CH2:7][N:8]([C:11](=[O:12])[NH:13][c:14]2[n:15][cH:16][n:17][c:18]([O:20][c:21]3[c:22]([F:30])[cH:23][c:24]([NH2:27])[cH:25][cH:26]3)[cH:19]2)[CH2:9][CH2:10]1.